Dataset: the Open Reaction Database (ORD), a public repository of structured organic reaction records. Task: describe an organic reaction: reactants, conditions, products, and yield Starting materials: FC(COC1=C2C=CC=NC2=C(C2=C1C(OC2=O)=O)OCC(F)(F)F)(F)F (5,9-bis(2,2,2-trifluoroethoxy)furo[3,4-g]quinoline-6,8-dione), NC1=C(C=C(C=C1)CS(=O)(=O)N)C (1-(4-Amino-3-methylphenyl)methanesulfonamide). Solvent: CC(=O)O (AcOH). Product: O=C1N(C(C2=C1C(=C1C=CC=NC1=C2OCC(F)(F)F)OCC(F)(F)F)=O)C2=C(C=C(C=C2)CS(=O)(=O)N)C (1-{4-[6,8-Dioxo-5,9-bis(2,2,2-trifluoroethoxy)-6,8-dihydro-7H-pyrrolo[3,4-g]quinolin-7-yl]-3-methylphenyl}methanesulfonamide). The yield is 82.3%. As a reaction SMILES: [F:1][C:2]([F:27])([F:26])[CH2:3][O:4][C:5]1[C:14]2[C:15](=O)[O:16][C:17](=[O:18])[C:13]=2[C:12]([O:20][CH2:21][C:22]([F:25])([F:24])[F:23])=[C:11]2[C:6]=1[CH:7]=[CH:8][CH:9]=[N:10]2.[NH2:28][C:29]1[CH:34]=[CH:33][C:32]([CH2:35][S:36]([NH2:39])(=[O:38])=[O:37])=[CH:31][C:30]=1[CH3:40]>CC(O)=O>[O:16]=[C:15]1[C:14]2[C:5]([O:4][CH2:3][C:2]([F:26])([F:1])[F:27])=[C:6]3[C:11](=[C:12]([O:20][CH2:21][C:22]([F:25])([F:23])[F:24])[C:13]=2[C:17](=[O:18])[N:28]1[C:29]1[CH:34]=[CH:33][C:32]([CH2:35][S:36]([NH2:39])(=[O:37])=[O:38])=[CH:31][C:30]=1[CH3:40])[N:10]=[CH:9][CH:8]=[CH:7]3. Procedure details: A mixture containing 5,9-bis(2,2,2-trifluoroethoxy)furo[3,4-g]quinoline-6,8-dione (42 g, 106 mmol) 5 and 1-(4-amino-3-methylphenyl)methanesulfonamide 15 (24 g, 1.13 equiv) from Preparative Example 1 in AcOH (350 ml) was degassed under vacuum and heated to reflux under nitrogen for 6.5 h. The solvent was then evaporated and the residue was partially dissolved into 50% EtOAc/toluene (800 ml) and cooled down to 0 C. The solid was filtered and washed with toluene to yield a first crop of material as... The reactants are CC1=C(C=C(C=C1)C=1OC(=NN1)C)C1=CC=C(C=C1)C(=O)O (2′-methyl-5′-(5-methyl-1,3,4-oxadiazol-2-yl)-1,1′-biphenyl-4-carboxylic acid), NC1=CC=C2C(=CNC2=C1)CN(C)C (6amino-3(dimethylaminomethyl)indole). Product: CN(C)CC1=CNC2=CC(=CC=C12)NC(=O)C1=CC=C(C=C1)C1=C(C=CC(=C1)C=1OC(=NN1)C)C (N-[3-(Dimethylaminomethyl)indol-6-yl]-2′-methyl-5′-(5-methyl-1,3,4-oxadiazol-2-yl)-1,1′-biphenyl-4-carboxamide). As a reaction SMILES: [CH3:1][C:2]1[CH:7]=[CH:6][C:5]([C:8]2[O:9][C:10]([CH3:13])=[N:11][N:12]=2)=[CH:4][C:3]=1[C:14]1[CH:19]=[CH:18][C:17]([C:20](O)=[O:21])=[CH:16][CH:15]=1.[NH2:23][C:24]1[CH:32]=[C:31]2[C:27]([C:28]([CH2:33][N:34]([CH3:36])[CH3:35])=[CH:29][NH:30]2)=[CH:26][CH:25]=1>>[CH3:36][N:34]([CH2:33][C:28]1[C:27]2[C:31](=[CH:32][C:24]([NH:23][C:20]([C:17]3[CH:18]=[CH:19][C:14]([C:3]4[CH:4]=[C:5]([C:8]5[O:9][C:10]([CH3:13])=[N:11][N:12]=5)[CH:6]=[CH:7][C:2]=4[CH3:1])=[CH:15][CH:16]=3)=[O:21])=[CH:25][CH:26]=2)[NH:30][CH:29]=1)[CH3:35]. Reported procedure: N-[3-(Dimethylaminomethyl)indol-6-yl]-2′-methyl-5′-(5-methyl-1,3,4-oxadiazol-2-yl)-1,1′-biphenyl-4-carboxamide was prepared from 2′-methyl-5′-(5-methyl-1,3,4-oxadiazol-2-yl)-1,1′-biphenyl-4-carboxylic acid and 6amino-3(dimethylaminomethyl)indole using method I. LCMS; retention time 3.16 min, [M-H·]463. The reactants are CO, CCOCC, Fc1ccccc1CCl, NC(N)=S. The product is Cl, NC(S)=[NH+]Cc1ccccc1F. Reaction SMILES: [CH3:14][OH:15].[CH3:16][CH2:17][O:18][CH2:19][CH3:20].[F:1][c:2]1[c:3]([CH2:4][Cl:5])[cH:6][cH:7][cH:8][cH:9]1.[NH2:10][C:11]([NH2:12])=[S:13]>>[ClH:5].[F:1][c:2]1[c:3]([CH2:4][NH+:10]=[C:11]([NH2:12])[SH:13])[cH:6][cH:7][cH:8][cH:9]1. Reactants: CB(Br)C (Dimethylbromoborane), N(=[N+]=[N-])[C@@H]1C[C@H](C2=CC=CC=C12)C1=CN(C2=CC=CC=C12)S(=O)(=O)C1=CC=C(C=C1)C (3-((1R,3R)-3-azido-indan-1-yl)-1-(toluene-4-sulfonyl)-1H-indole), C(C)O (Ethanol). The solvent is ClCCCl (1,2-dichloro-ethane). Run at time 2.5 hour. Product: CN[C@@H]1C[C@H](C2=CC=CC=C12)C1=CN(C2=CC=CC=C12)S(=O)(=O)C1=CC=C(C=C1)C (methyl-{(1R,3R)-3-[1-(toluene-4-sulfonyl)-1H-indol-3-yl]-indan-1-yl}-amine). Reaction SMILES: CB(C)Br.[N:5]([C@H:8]1[C:16]2[C:11](=[CH:12][CH:13]=[CH:14][CH:15]=2)[C@H:10]([C:17]2[C:25]3[C:20](=[CH:21][CH:22]=[CH:23][CH:24]=3)[N:19]([S:26]([C:29]3[CH:34]=[CH:33][C:32]([CH3:35])=[CH:31][CH:30]=3)(=[O:28])=[O:27])[CH:18]=2)[CH2:9]1)=[N+]=[N-].[CH2:36](O)C>ClCCCl>[CH3:36][NH:5][C@H:8]1[C:16]2[C:11](=[CH:12][CH:13]=[CH:14][CH:15]=2)[C@H:10]([C:17]2[C:25]3[C:20](=[CH:21][CH:22]=[CH:23][CH:24]=3)[N:19]([S:26]([C:29]3[CH:34]=[CH:33][C:32]([CH3:35])=[CH:31][CH:30]=3)(=[O:28])=[O:27])[CH:18]=2)[CH2:9]1. Reported procedure: Dimethylbromoborane (1.77 mL, 1.05 equiv) (Synthesized according to Nöth, H., Vahrenkamp, H. Journal of Organometallic Chemistry 11(1968), 399-405) was added to 3-((1R,3R)-3-azido-indan-1-yl)-1-(toluene-4-sulfonyl)-1H-indole (17.3 mmol ) in 100 mL 1,2-dichloro-ethane under argon at 0° C. The reaction mixture was warmed to room temperature and stirred 2.5 hours. 1 mL Ethanol was added. The reaction mixture was extracted with ethyl acetate and 0.5N aqueous NaOH. The organic phase was washed with b...